Task: describe an organic reaction: reactants, conditions, products, and yield. Dataset: the Open Reaction Database (ORD), a public repository of structured organic reaction records Reactants: B(Br)(Br)Br (boron tribromide), COC[C@@H](OC=1C=C(OC2=NC=C(N=C2)C(=O)N2CCN(CC2)C)C=C(C1)C=1NC(=CC1)C=1O[C@H](CN1)C)C (2-(3-[(1S)-2-Methoxy-1-methylethoxy]-5-{5-[(5S)-5-methyl-4,5-dihydro-1,3-oxazol-2-yl]-1H-pyrrol-2-yl}phenoxy)-5-[(4-methylpiperazin-1-yl)carbonyl]pyrazine), C(O)([O-])=O.[Na+] (sodium hydrogencarbonate). Solvent: C(Cl)Cl (methylene chloride). Reaction conditions: time 3 hour. Yields the product C[C@H]1CN=C(O1)C1=CC=C(N1)C=1C=C(O[C@H](CO)C)C=C(C1)OC1=NC=C(N=C1)C(=O)N1CCN(CC1)C ((2S)-2-[3-{5-[(5S)-5-Methyl-4,5-dihydro-1,3-oxazol-2-yl]-1H-pyrrol-2-yl}-5-({5-[(4-methylpiperazin-1-yl)carbonyl]pyrazin-2-yl}oxy)phenoxy]propan-1-ol). Isolated yield 25.0%. Reaction SMILES: C[O:2][CH2:3][C@H:4]([CH3:39])[O:5][C:6]1[CH:7]=[C:8]([CH:25]=[C:26]([C:28]2[NH:29][C:30]([C:33]3[O:34][C@@H:35]([CH3:38])[CH2:36][N:37]=3)=[CH:31][CH:32]=2)[CH:27]=1)[O:9][C:10]1[CH:15]=[N:14][C:13]([C:16]([N:18]2[CH2:23][CH2:22][N:21]([CH3:24])[CH2:20][CH2:19]2)=[O:17])=[CH:12][N:11]=1.B(Br)(Br)Br.C(=O)([O-])O.[Na+]>C(Cl)Cl>[CH3:38][C@@H:35]1[O:34][C:33]([C:30]2[NH:29][C:28]([C:26]3[CH:27]=[C:6]([CH:7]=[C:8]([O:9][C:10]4[CH:15]=[N:14][C:13]([C:16]([N:18]5[CH2:19][CH2:20][N:21]([CH3:24])[CH2:22][CH2:23]5)=[O:17])=[CH:12][N:11]=4)[CH:25]=3)[O:5][C@@H:4]([CH3:39])[CH2:3][OH:2])=[CH:32][CH:31]=2)=[N:37][CH2:36]1 |f:2.3|. Procedure: 2-(3-[(1S)-2-Methoxy-1-methylethoxy]-5-{5-[(5S)-5-methyl-4,5-dihydro-1,3-oxazol-2-yl]-1H-pyrrol-2-yl}phenoxy)-5-[(4-methylpiperazin-1-yl)carbonyl]pyrazine (259 mg, 0.48 mmol) synthesized in Example (131d) was dissolved in methylene chloride (15 mL), and boron tribromide (1.0 mol/L methylene chloride solution, 0.81 mL, 0.81 mmol) was added at −78° C. Subsequently, the temperature was brought back to room temperature, followed by stirring for 3 hours. To the reaction solution, a saturated aqueous ... Reactants: CC(C)(O)c1ccc(C(=O)Nc2nc3ccc(Br)nc3s2)cc1, Cc1n[nH]c(C)c1B1OC(C)(C)C(C)(C)O1. Product: Cc1n[nH]c(C)c1-c1ccc2nc(NC(=O)c3ccc(C(C)(C)O)cc3)sc2n1. Reaction SMILES: [Br:1][c:2]1[cH:3][cH:4][c:5]2[c:6]([n:7]1)[s:8][c:9]([NH:11][C:12]([c:13]1[cH:14][cH:15][c:16]([C:19]([CH3:20])([CH3:21])[OH:22])[cH:17][cH:18]1)=[O:23])[n:10]2.[CH3:24][c:25]1[n:26][nH:27][c:28]([CH3:39])[c:29]1[B:30]1[O:31][C:32]([CH3:33])([CH3:34])[C:35]([CH3:36])([CH3:37])[O:38]1>>[c:2]1(-[c:29]2[c:25]([CH3:24])[n:26][nH:27][c:28]2[CH3:39])[cH:3][cH:4][c:5]2[c:6]([n:7]1)[s:8][c:9]([NH:11][C:12]([c:13]1[cH:14][cH:15][c:16]([C:19]([CH3:20])([CH3:21])[OH:22])[cH:17][cH:18]1)=[O:23])[n:10]2.